From a dataset of the Open Reaction Database (ORD), a public repository of structured organic reaction records. describe an organic reaction: reactants, conditions, products, and yield Starting materials: CCN=C=NCCCN(C)C, CC(C)[Si](OCC(C)(C)C(=O)O)(C(C)C)C(C)C, CNOC, CCOC(C)=O, CN(C)c1ccncc1, ClCCl, Cl. Yields the product CON(C)C(=O)C(C)(C)CO[Si](C(C)C)(C(C)C)C(C)C. Reaction SMILES: [CH3:19][CH2:20][N:21]=[C:22]=[N:23][CH2:24][CH2:25][CH2:26][N:27]([CH3:28])[CH3:29].[CH3:1][C:2]([C:3](=[O:4])[OH:5])([CH2:6][O:7][Si:8]([CH:9]([CH3:10])[CH3:11])([CH:12]([CH3:13])[CH3:14])[CH:15]([CH3:16])[CH3:17])[CH3:18].[CH3:31][NH:32][O:33][CH3:34].[CH3:35][CH2:36][O:37][C:38]([CH3:39])=[O:40].[CH3:44][N:45]([c:46]1[cH:47][cH:48][n:49][cH:50][cH:51]1)[CH3:52].[Cl:41][CH2:42][Cl:43].[ClH:30]>>[CH3:1][C:2]([C:3](=[O:5])[N:32]([CH3:31])[O:33][CH3:34])([CH2:6][O:7][Si:8]([CH:9]([CH3:10])[CH3:11])([CH:12]([CH3:13])[CH3:14])[CH:15]([CH3:16])[CH3:17])[CH3:18].